From a dataset of the Open Reaction Database (ORD), a public repository of structured organic reaction records. describe an organic reaction: reactants, conditions, products, and yield Reactants: C(C)(C)(C)OC(=O)N1C[C@H](CC1)[C@H]1OC1 ((S)—(R)-3-Oxiranylpyrrolidine-1-carboxylic acid t-butyl ester), [O-]CC.[Na+] (sodium ethoxide), CCO (EtOH). Run in C(Cl)Cl (DCM). Conditions: time 10 minute. Yields the product C(C)(C)(C)OC(=O)N1C[C@H](CC1)[C@H](COCC)O ((S)-3-((R)-2-Ethoxy-1-hydroxyethyl)pyrrolidine-1-carboxylic Acid t-Butyl Ester). As a reaction SMILES: [C:1]([O:5][C:6]([N:8]1[CH2:12][CH2:11][C@H:10]([C@@H:13]2[CH2:15][O:14]2)[CH2:9]1)=[O:7])([CH3:4])([CH3:3])[CH3:2].[O-][CH2:17][CH3:18].[Na+].CC[OH:22]>C(Cl)Cl>[C:1]([O:5][C:6]([N:8]1[CH2:12][CH2:11][C@H:10]([C@@H:13]([OH:22])[CH2:15][O:14][CH2:17][CH3:18])[CH2:9]1)=[O:7])([CH3:2])([CH3:3])[CH3:4] |f:1.2|. Procedure: (S)—(R)-3-Oxiranylpyrrolidine-1-carboxylic acid t-butyl ester (440 mg, 2.1 mmol) was added to 2M of sodium ethoxide in EtOH (2.1 mL, 4.1 mmol; prepared from EtOH and NaH). The resulting solution was placed in a microwave reactor for 10 minutes at 100° C., then cooled to room temperature. DCM (5 mL) was added, followed by washing with saturated aqueous NaCl (5 mL). The organic layer was collected, dried over Na2SO4, filtered, and concentrated. The crude product was purified by column chromatograp... Reactants: NN1C(C2=CC=CC=C2C(=N1)N1CCOCC1)=O (2-amino-4-morpholinophthalazin-1(2H)-one), CC1=C(C=C(C=C1)C)CC(=O)O (2-(2,5-dimethylphenyl)acetic acid). The product is CC1=C(C=C(C=C1)C)CC(=O)NN1C(C2=CC=CC=C2C(=N1)N1CCOCC1)=O (2-(2,5-dimethylphenyl)-N-[4-(morpholin-4-yl)-1-oxophthalazin-2(1H)-yl]acetamide). As a reaction SMILES: [NH2:1][N:2]1[N:11]=[C:10]([N:12]2[CH2:17][CH2:16][O:15][CH2:14][CH2:13]2)[C:9]2[C:4](=[CH:5][CH:6]=[CH:7][CH:8]=2)[C:3]1=[O:18].[CH3:19][C:20]1[CH:25]=[CH:24][C:23]([CH3:26])=[CH:22][C:21]=1[CH2:27][C:28](O)=[O:29]>>[CH3:19][C:20]1[CH:25]=[CH:24][C:23]([CH3:26])=[CH:22][C:21]=1[CH2:27][C:28]([NH:1][N:2]1[N:11]=[C:10]([N:12]2[CH2:17][CH2:16][O:15][CH2:14][CH2:13]2)[C:9]2[C:4](=[CH:5][CH:6]=[CH:7][CH:8]=2)[C:3]1=[O:18])=[O:29]. Procedure details: The product of Example 1B and 2-(2,5-dimethylphenyl)acetic acid were treated using a method similar to that described in Example 111 to give the title compound. 1H NMR (500 MHz, DMSO-d6/Deuterium Oxide) δ ppm 8.31 (dd, J=7.9, 1.3 Hz, 1H), 8.02-8.04 (m, 1H), 7.97-8.00 (m, 1H), 7.91 (td, J=7.5, 1.3 Hz, 1H), 7.13 (s, 1H), 7.07 (d, J=7.6 Hz, 1H), 6.99 (d, J=7.7 Hz, 1H), 3.81-3.84 (m, 4H), 3.62 (s, 2H), 3.05-3.11 (m, 4H), 2.29 (s, 3H), 2.26 (s, 3H); MS (ESI+) M/Z 393 (M+H)+. Starting materials: C1(C=2C(C(N1NC(=O)C(=O)NN1C(C=3C(C1=O)=CC=CC3)=O)=O)=CC=CC2)=O (N,N'-bis(phthalimido)-oxamide), CN1C(CCC1)=O (N-methyl-2-pyrrolidone). The solvent is C1(=CC=CC=C1)C (toluene). Conditions: temperature 70 celsius. Product: C1(C=2C(C(N1NC(=O)C(=O)NN1C(C=3C(C1=O)=CC=CC3)=O)=O)=CC=CC2)=O.CN1C(CCC1)=O (N,N'-bis(phthalimido)oxamide N-methyl-2-pyrrolidone). Isolated yield 96.0%. Reaction SMILES: [C:1]1(=[O:28])[N:5]([NH:6][C:7]([C:9]([NH:11][N:12]2[C:16](=[O:17])[C:15]3=[CH:18][CH:19]=[CH:20][CH:21]=[C:14]3[C:13]2=[O:22])=[O:10])=[O:8])[C:4](=[O:23])[C:3]2=[CH:24][CH:25]=[CH:26][CH:27]=[C:2]12.[CH3:29][N:30]1[CH2:34][CH2:33][CH2:32][C:31]1=[O:35]>C1(C)C=CC=CC=1>[C:13]1(=[O:22])[N:12]([NH:11][C:9]([C:7]([NH:6][N:5]2[C:1](=[O:28])[C:2]3=[CH:27][CH:26]=[CH:25][CH:24]=[C:3]3[C:4]2=[O:23])=[O:8])=[O:10])[C:16](=[O:17])[C:15]2=[CH:18][CH:19]=[CH:20][CH:21]=[C:14]12.[CH3:29][N:30]1[CH2:34][CH2:33][CH2:32][C:31]1=[O:35] |f:3.4|. Reported procedure: In an alternate method, one mole N,N'-bis(phthalimido)-oxamide (378 g.) prepared according to the method of Example 1 and excess N-methyl-2-pyrrolidone (198 g.) in two liters toluene were heated at 70° C. After cooling, the complex was filtered, washed and dried at 50° C. N,N'-bis(phthalimido)oxamide-N-methyl-2-pyrrolidone 1:2 complex was obtained in 96% yield.